This data is from the Open Reaction Database (ORD), a public repository of structured organic reaction records. The task is: describe an organic reaction: reactants, conditions, products, and yield Starting materials: C=C[Mg+], [Cl-], [Cl-], [Cl-], Cl, O=C1CCC(CI)N1Cc1ccccc1, [Li+], C1CCOC1. Yields the product C=CCC1CCC(=O)N1Cc1ccccc1. Reaction SMILES: [CH:20](=[CH2:21])[Mg+:22].[Cl-:17].[Cl-:18].[Cl-:19].[ClH:23].[I:1][CH2:2][CH:3]1[CH2:4][CH2:5][C:6](=[O:15])[N:7]1[CH2:8][c:9]1[cH:10][cH:11][cH:12][cH:13][cH:14]1.[Li+:16].[O:24]1[CH2:25][CH2:26][CH2:27][CH2:28]1>>[CH2:2]([CH:3]1[CH2:4][CH2:5][C:6](=[O:15])[N:7]1[CH2:8][c:9]1[cH:10][cH:11][cH:12][cH:13][cH:14]1)[CH:20]=[CH2:21]. The reactants are [N+](=O)([O-])C1=CC=C(OC2=C(C=C(C=C2)OC2=CC=C(C=C2)[N+](=O)[O-])P(C2=CC=CC=C2)(C2=CC=CC=C2)=O)C=C1 ([2,5-bis(4-nitrophenoxy) phenyl]diphenylphosphine oxide). Reagents/catalysts: [Pd] (Pd/C). Solvent: O1CCOCC1 (1,4-dioxane). Run at time 24 hour. Product: NC1=CC=C(OC2=C(C=C(C=C2)OC2=CC=C(C=C2)N)P(C2=CC=CC=C2)(C2=CC=CC=C2)=O)C=C1 ([2,5-bis(4-aminophenoxy)phenyl]diphenylphosphine oxide). As a reaction SMILES: [N+:1]([C:4]1[CH:40]=[CH:39][C:7]([O:8][C:9]2[CH:14]=[CH:13][C:12]([O:15][C:16]3[CH:21]=[CH:20][C:19]([N+:22]([O-])=O)=[CH:18][CH:17]=3)=[CH:11][C:10]=2[P:25](=[O:38])([C:32]2[CH:37]=[CH:36][CH:35]=[CH:34][CH:33]=2)[C:26]2[CH:31]=[CH:30][CH:29]=[CH:28][CH:27]=2)=[CH:6][CH:5]=1)([O-])=O>[Pd].O1CCOCC1>[NH2:1][C:4]1[CH:5]=[CH:6][C:7]([O:8][C:9]2[CH:14]=[CH:13][C:12]([O:15][C:16]3[CH:17]=[CH:18][C:19]([NH2:22])=[CH:20][CH:21]=3)=[CH:11][C:10]=2[P:25](=[O:38])([C:26]2[CH:31]=[CH:30][CH:29]=[CH:28][CH:27]=2)[C:32]2[CH:37]=[CH:36][CH:35]=[CH:34][CH:33]=2)=[CH:39][CH:40]=1. Procedure details: Into a 250 mL Parr hydrogenation flask were charged [2,5-bis(4-nitrophenoxy) phenyl]diphenylphosphine oxide (5.4 g, 0.0098 mol) and 1,4-dioxane (100 mL). The solution was warmed to effect dissolution with subsequent cooling to room temperature upon which 10% Pd/C (0.59 g) was added. The mixture was degassed prior to the introduction of hydrogen gas. The mixture was agitated under a hydrogen atmosphere for ˜24 hours at room temperature. After degassing the solution, the Pd/C was removed by filtra... Reactants: NC=1C(=CC=CC1)C (o-toluidine), O=S(Cl)Cl (SOCl2), N1=CC=CC=C1 (pyridine), S(=O)=NS(=O)(=O)C (N-sulfinylmethanesulfonamide). Run in C1(=CC=CC=C1)C (toluene), C1(=CC=CC=C1)C (toluene). Run at time 8 hour. The product is S1N=CC2=C1C=CC=C2 (benzo[d]isothiazole). The yield is 49.1%. RXN SMILES: N[C:2]1[C:3]([CH3:8])=[CH:4][CH:5]=[CH:6][CH:7]=1.O=S(Cl)Cl.[S:13](=[N:15]S(C)(=O)=O)=O.N1C=CC=CC=1>C1(C)C=CC=CC=1>[S:13]1[C:2]2[CH:7]=[CH:6][CH:5]=[CH:4][C:3]=2[CH:8]=[N:15]1. Procedure details: To a solution of o-toluidine (10 g, 93.4 mmol) in 50 mL toluene was added SOCl2 (12.1 g, 102 mmol) dropwise at 0° C. After the addition was complete, the reaction mixture was heated to reflux and stirred overnight. The reaction mixture was cooled to room temperature, and concentrated under reduced pressure to give a yellow oil. The oil was dissolved in toluene (100 mL), then a solution of N-sulfinylmethanesulfonamide (20.6 g, 146 mmol) was added dropwise, followed by pyridine (7.3 g, 93.4 mmol).... The reactants are C(CCC)C1N(CCC2=CC=C(C=C12)C(=O)OC)C(=O)OC(C)(C)C (2-tert-butyl 7-methyl 1-butyl-3,4-dihydroisoquinoline-2,7(1H)-dicarboxylate), O.[OH-].[Li+] (lithium hydroxide monohydrate). Solvent: O1CCOCC1.CO.O (dioxane methanol water). Conditions: time 24 hour. Product: C(C)(C)(C)OC(=O)N1C(C2=CC(=CC=C2CC1)C(=O)O)CCCC (2-(tert-butoxycarbonyl)-1-butyl-1,2,3,4-tetrahydroisoquinoline-7-carboxylic acid). Isolated yield 61.5%. Reaction SMILES: [CH2:1]([CH:5]1[C:14]2[C:9](=[CH:10][CH:11]=[C:12]([C:15]([O:17]C)=[O:16])[CH:13]=2)[CH2:8][CH2:7][N:6]1[C:19]([O:21][C:22]([CH3:25])([CH3:24])[CH3:23])=[O:20])[CH2:2][CH2:3][CH3:4].O.[OH-].[Li+]>O1CCOCC1.CO.O>[C:22]([O:21][C:19]([N:6]1[CH2:7][CH2:8][C:9]2[C:14](=[CH:13][C:12]([C:15]([OH:17])=[O:16])=[CH:11][CH:10]=2)[CH:5]1[CH2:1][CH2:2][CH2:3][CH3:4])=[O:20])([CH3:25])([CH3:24])[CH3:23] |f:1.2.3,4.5.6|. Procedure details: To a solution of 2-tert-butyl 7-methyl 1-butyl-3,4-dihydroisoquinoline-2,7(1H)-dicarboxylate prepared in step 2 (347 mg, 1.0 mmol) in 2:1:1 dioxane/methanol/water (6.6 mL) was added lithium hydroxide monohydrate (125 mg, 3.0 mmol) and the reaction mixture stirred 24 h at room temperature. The reaction mixture was concentrated under reduced pressure and the solid residue partitioned between ethyl acetate and water. The aqueous phase was acidified with 1 N hydrochloric acid to pH 1 and extracted s... Reactants: [O-]P(=O)([O-])[O-].[K+].[K+].[K+] (K3PO4), C(=O)(OC(C)(C)C)N(CC1=CC=CC=C1)Br (Boc-bromobenzyl amine), C1CCOC1 (THF), C(C)B(CC)CC (triethylborane). Product: C1(CC1)NCC1=CC(=CC=C1)CC (Cyclopropyl m-ethylbenzylamine). Reaction SMILES: [C:1]([N:8](Br)[CH2:9][C:10]1[CH:15]=[CH:14][CH:13]=[CH:12][CH:11]=1)(OC(C)(C)C)=O.[O-]P([O-])([O-])=O.[K+].[K+].[K+].[CH2:25](B(CC)CC)[CH3:26].[CH2:32]1COC[CH2:33]1>>[CH:1]1([NH:8][CH2:9][C:10]2[CH:11]=[CH:12][CH:13]=[C:14]([CH2:32][CH3:33])[CH:15]=2)[CH2:26][CH2:25]1 |f:1.2.3.4|. Reported procedure: The Boc-bromobenzyl amine 10 (26.8 g, 94.03 mmol), and PddfPdC12 (816 mg, 0.38 mmol, 0.004 eq) were mixed together in anhydrous THF (300 mL) and aqueous K3PO4 (100 mL of 2.0 M). To this red solution was added triethylborane (100 ml of 1.0 M in THF, 100 mmol). The solution turned black and was refluxed for 4 hours. GC/MS indicated the reaction was complete. The solution was poured into a separatory funnel and the aqueous layer separated. The organic layer was collected and solvent removed to a vo... Starting materials: N([C@@H](CCC(N)=O)C(=O)N[C@@H](CCCNC(NS(=O)(=O)C1=CC=C(C)C=C1)=N)C(=O)N1[C@H](C(=O)N[C@@H](C)C(=O)N[C@@H](CCCCNC(=O)OCC2=C(Cl)C=CC=C2)C(=O)OCC2=CC=CC=C2)CCC1)C(=O)OC(C)(C)C (Boc-Gln-Arg(Tos)-Pro-Ala-Lys(ClZ)-OBzl), C1(=CC=CC=C1)OC (anisole). The yield is 111.4%. Yields the product N[C@@H](CCC(N)=O)C(=O)N[C@@H](CCCNC(N)=N)C(=O)N1[C@H](C(=O)N[C@@H](C)C(=O)N[C@@H](CCCCN)C(=O)O)CCC1 (H-Gln-Arg-Pro-Ala-Lys-OH). Reported procedure: The solution of 250 mg (0.225 mmol) of Boc-Gln-Arg(Tos)-Pro-Ala-Lys(ClZ)-OBzl (SEQ ID NO: 16), 1 ml of anisole and 2 ml of HF was stirred at 0° C. for 2 h. The reaction mixture was evaporated under reduced pressure to remove HF. To the residue 2 ml of HF were added and the solution was stirred at 0° C. for another 1 h. The reaction mixture was evaporated under reduced pressure to remove HF. The residue was triturated with ether and the resulted solid was purified on the Sephadex G-10 column. The... RXN SMILES: [NH:1](C(OC(C)(C)C)=O)[C@H:2]([C:8]([NH:10][C@H:11]([C:29]([N:31]1[CH2:70][CH2:69][CH2:68][C@H:32]1[C:33]([NH:35][C@H:36]([C:38]([NH:40][C@H:41]([C:58]([O:60]CC1C=CC=CC=1)=[O:59])[CH2:42][CH2:43][CH2:44][CH2:45][NH:46]C(OCC1C=CC=CC=1Cl)=O)=[O:39])[CH3:37])=[O:34])=[O:30])[CH2:12][CH2:13][CH2:14][NH:15][C:16](=[NH:28])[NH:17]S(C1C=CC(C)=CC=1)(=O)=O)=[O:9])[CH2:3][CH2:4][C:5](=[O:7])[NH2:6].C1(OC)C=CC=CC=1>>[NH2:1][C@H:2]([C:8]([NH:10][C@H:11]([C:29]([N:31]1[CH2:70][CH2:69][CH2:68][C@H:32]1[C:33]([NH:35][C@H:36]([C:38]([NH:40][C@H:41]([C:58]([OH:60])=[O:59])[CH2:42][CH2:43][CH2:44][CH2:45][NH2:46])=[O:39])[CH3:37])=[O:34])=[O:30])[CH2:12][CH2:13][CH2:14][NH:15][C:16](=[NH:17])[NH2:28])=[O:9])[CH2:3][CH2:4][C:5](=[O:7])[NH2:6]. Reaction conditions: temperature 0 celsius, time 1 hour. The reactants are UDP-Sugars, C1=CN(C(=O)NC1=O)[C@H]2[C@@H]([C@@H]([C@H](O2)COP(=O)(O)OP(=O)(O)OP(=O)(O)O)O)O (UTP), C(C(CO)(CO)N)O.Cl (Tris-HCl), [Mg+2].[Cl-].[Cl-] (MgCl2), p-anisaldehyde sugar, OC1[C@H](N)[C@@H](O)[C@H](O)[C@H](O1)CO (Glucosamine), P(O)(=O)(OP(=O)(O)OP(=O)(O)O)OC[C@@H]1[C@H]([C@H]([C@@H](O1)N1C=NC=2C(N)=NC=NC12)O)O (ATP). The solvent is O (water), CCOC(=O)C (EtOAc), O (water), CO (MeOH), O (H2O). Conditions: time 30 minute. Product: CC(=O)N[C@@H]1[C@H]([C@@H]([C@H](O[C@@H]1OP(=O)(O)OP(=O)(O)OC[C@@H]2[C@H]([C@H]([C@@H](O2)N3C=CC(=O)NC3=O)O)O)CO)O)O (UDP-GlcNAc). RXN SMILES: [OH:1][CH:2]1[O:10][C@H:9]([CH2:11][OH:12])[C@@H:7]([OH:8])[C@H:5]([OH:6])[C@H:3]1[NH2:4].P([O:25][CH2:26][C@H:27]1O[C@@H](N2C3N=CN=C(N)C=3N=C2)[C@H](O)[C@@H]1O)(OP(OP(O)(O)=O)(O)=O)(=O)O.[CH:44]1[C:50](=[O:51])[NH:49][C:47](=[O:48])[N:46]([C@@H:52]2[O:56][C@H:55]([CH2:57][O:58][P:59]([O:62][P:63]([O:66]P(O)(O)=O)([OH:65])=O)([OH:61])=[O:60])[C@@H:54]([OH:71])[C@H:53]2[OH:72])[CH:45]=1.C(O)C(N)(CO)CO.Cl.[Mg+2].[Cl-].[Cl-]>O.CO.CCOC(C)=O>[CH3:27][C:26]([NH:4][C@H:3]1[C@@H:2]([O:1][P:63]([O:62][P:59]([O:58][CH2:57][C@H:55]2[O:56][C@@H:52]([N:46]3[C:47](=[O:48])[NH:49][C:50](=[O:51])[CH:44]=[CH:45]3)[C@H:53]([OH:72])[C@@H:54]2[OH:71])([OH:61])=[O:60])([OH:66])=[O:65])[O:10][C@H:9]([CH2:11][OH:12])[C@@H:7]([OH:8])[C@@H:5]1[OH:6])=[O:25] |f:3.4,5.6.7|. Reported procedure: One-Pot Three-Enzyme Synthesis of UDP-Sugars T5b-9-T5b-13. This was carried out as shown in FIG. 4. Glucosamine derivatives T5b-1-T5b-5 (50 to 300 mg, 1.0 eq.), ATP (1.2 eq.), and UTP (1.2 eq.) were dissolved in water in a 50 mL centrifuge tube containing Tris-HCl buffer (100 mM, pH 8.0) and MgCl2 (10 mM). After the addition of appropriate amount of NanK_ATCC55813 (3.2-4.8 mg), PmGlmU (5-7.5 mg), and PmPpA (2.5-5 mg), water was added to bring the volume of the reaction mixture to 20 mL. The reac...